Dataset: the Open Reaction Database (ORD), a public repository of structured organic reaction records. Task: describe an organic reaction: reactants, conditions, products, and yield Starting materials: C(C)OC(C1=CC(=C(C=C1)OC)O)=O (3-hydroxy-4-methoxy-benzoic acid ethyl ester), BrCCCC(F)(F)F (1-bromo-4,4,4-trifluorobutane), C(=O)([O-])[O-].[K+].[K+] (K2CO3). The solvent is CC#N (MeCN). Reaction conditions: time 8 hour. Yields the product C(C)OC(C1=CC(=C(C=C1)OC)OCCCC(F)(F)F)=O (4-Methoxy-3-(4,4,4-trifluoro-butoxy)-benzoic acid ethyl ester). As a reaction SMILES: [CH2:1]([O:3][C:4](=[O:14])[C:5]1[CH:10]=[CH:9][C:8]([O:11][CH3:12])=[C:7]([OH:13])[CH:6]=1)[CH3:2].Br[CH2:16][CH2:17][CH2:18][C:19]([F:22])([F:21])[F:20].C([O-])([O-])=O.[K+].[K+]>CC#N>[CH2:1]([O:3][C:4](=[O:14])[C:5]1[CH:10]=[CH:9][C:8]([O:11][CH3:12])=[C:7]([O:13][CH2:16][CH2:17][CH2:18][C:19]([F:22])([F:21])[F:20])[CH:6]=1)[CH3:2] |f:2.3.4|. Reported procedure: A suspension of 3-hydroxy-4-methoxy-benzoic acid ethyl ester (1.00 g, 5.10 mmol), 1-bromo-4,4,4-trifluorobutane (1.12 g, 5.86 mmol) and anhydrous K2CO3 (2.14 g, 15.3 mmol) in MeCN (10 mL) is refluxed with stirring overnight. After cooling, the mixture is filtered, and the filtrates are evaporated to drying to give the title compound as white solid. TLC, Rf (hexane/AcOEt 1:1)=0.62. MS: 307.0 [M+H]+. 1H-NMR (CDCl3): δ 1.42 (m, 3H), 2.1-2. (m, 2H), 2.3-2.45 (m, 2H), 3.95 (s, 3H), 4.14 (m, 2H), 4.39... Reactants: C1(=CC=CC=C1)C(N1CC(C1)N1CCN(CC1)C)C1=CC=CC=C1 (1-(1-(diphenylmethyl)azetidin-3-yl)-4-methylpiperazine), resultant mixture. Product: N1CC(C1)N1CCN(CC1)C (1-(Azetidin-3-yl)-4-methylpiperazine), mixture. RXN SMILES: C1(C(C2C=CC=CC=2)[N:8]2[CH2:11][CH:10]([N:12]3[CH2:17][CH2:16][N:15]([CH3:18])[CH2:14][CH2:13]3)[CH2:9]2)C=CC=CC=1>[OH-].[Pd+2].[OH-].[C].CO>[NH:8]1[CH2:11][CH:10]([N:12]2[CH2:17][CH2:16][N:15]([CH3:18])[CH2:14][CH2:13]2)[CH2:9]1 |f:1.2.3.4|. The reagents and catalysts are [OH-].[Pd+2].[OH-].[C] (palladium hydroxide carbon). Procedure: To a mixed solution of 1-(1-(diphenylmethyl)azetidin-3-yl)-4-methylpiperazine (1.21 g, 3.75 mmol) described in Production Example 3-1 and methanol (20 mL) was added palladium hydroxide-carbon (500 mg) at room temperature. The resultant mixture was stirred under a hydrogen atmosphere at room temperature and at 0.35 MPa to 0.40 MPa for 4 hours and 45 minutes. The reaction mixture was purged with a nitrogen atmosphere, and then filtrated using Celite. A filtrate was concentrated under a reduced pre... Run in CO (methanol). Starting materials: CC(O)Cn1nc(N)c2ccc(OCc3ccccc3)cc21, CC(C)CON=O, CO, O, OP(O)P(O)O. Yields the product CC(O)Cn1ncc2ccc(OCc3ccccc3)cc21. As a reaction SMILES: [CH2:7]([c:8]1[cH:9][cH:10][cH:11][cH:12][cH:13]1)[O:14][c:15]1[cH:16][cH:17][c:18]2[c:19]([NH2:28])[n:20][n:21]([CH2:24][CH:25]([CH3:26])[OH:27])[c:22]2[cH:23]1.[CH3:29][CH:30]([CH2:31][O:32][N:33]=[O:34])[CH3:35].[CH3:36][OH:37].[OH2:38].[P:1]([P:2]([OH:3])[OH:4])([OH:5])[OH:6]>>[CH2:7]([c:8]1[cH:9][cH:10][cH:11][cH:12][cH:13]1)[O:14][c:15]1[cH:16][cH:17][c:18]2[cH:19][n:20][n:21]([CH2:24][CH:25]([CH3:26])[OH:27])[c:22]2[cH:23]1. Starting materials: ClC1=CC=C(C=C1)C(C=1C=C2C(=CC(NC2=CC1)=O)NC1CCNCC1)C1=CC=C(C=C1)Cl (6-(bis(4-chlorophenyl)methyl)-4-(piperidin-4-ylamino)quinolin-2(1H)-one), N1=CC=CC=C1 (pyridine), C1CCOC1 (THF), ClS(=O)(=O)CC(=O)OCC (ethyl 2-(chlorosulfonyl)acetate). The solvent is ClCCl (dichloromethane). Product: ClC1=CC=C(C=C1)C(C=1C=C2C(=CC(NC2=CC1)=O)NC1CCN(CC1)S(=O)(=O)CC(=O)OCC)C1=CC=C(C=C1)Cl (ethyl 2-((4-((6-(bis(4-chlorophenyl)methyl)-2-oxo-1,2-dihydroquinolin-4-yl)amino)piperidin-1-yl)sulfonyl)acetate). RXN SMILES: [Cl:1][C:2]1[CH:7]=[CH:6][C:5]([CH:8]([C:27]2[CH:32]=[CH:31][C:30]([Cl:33])=[CH:29][CH:28]=2)[C:9]2[CH:10]=[C:11]3[C:16](=[CH:17][CH:18]=2)[NH:15][C:14](=[O:19])[CH:13]=[C:12]3[NH:20][CH:21]2[CH2:26][CH2:25][NH:24][CH2:23][CH2:22]2)=[CH:4][CH:3]=1.N1C=CC=CC=1.C1COCC1.Cl[S:46]([CH2:49][C:50]([O:52][CH2:53][CH3:54])=[O:51])(=[O:48])=[O:47]>ClCCl>[Cl:33][C:30]1[CH:29]=[CH:28][C:27]([CH:8]([C:5]2[CH:6]=[CH:7][C:2]([Cl:1])=[CH:3][CH:4]=2)[C:9]2[CH:10]=[C:11]3[C:16](=[CH:17][CH:18]=2)[NH:15][C:14](=[O:19])[CH:13]=[C:12]3[NH:20][CH:21]2[CH2:22][CH2:23][N:24]([S:46]([CH2:49][C:50]([O:52][CH2:53][CH3:54])=[O:51])(=[O:48])=[O:47])[CH2:25][CH2:26]2)=[CH:32][CH:31]=1. Procedure: To a 25-mL one-neck round bottom flask with stir bar was added 6-(bis(4-chlorophenyl)methyl)-4-(piperidin-4-ylamino)quinolin-2(1H)-one (0.1 g, 0.209 mmol), pyridine (0.02 mL; 0.247 mmol) and THF (3 mL) at 0° C. To the resulting solution was added a solution of ethyl 2-(chlorosulfonyl)acetate (43 mg; 0.23 mmol) in dichloromethane (1 mL) over 10 min. The reaction was then warmed to room temperature. The reaction was quenched with 1N HCl (10 mL) and DCM (10 mL). The aqueous layer was extracted with...